From a dataset of the Open Reaction Database (ORD), a public repository of structured organic reaction records. describe an organic reaction: reactants, conditions, products, and yield The reactants are C[C@]12CC[C@H]3[C@H]([C@@H]1CC[C@@H]2O)CCC4=CC(=O)CC[C@]34C (testosterone), ClC(=O)OC.N1=CC=CC=C1 (methyl chloroformate pyridine), CO (MeOH), ( b ), 1740s, 1280s, COC(=O)O[C@@H]1[C@]2(C)[C@@H](CC1)[C@@H]1CCC3=CC(CC[C@]3(C)[C@H]1CC2)=O (17β-Methoxycarbonyloxy-androst-4-en-3-one), 1450s, 1665s. The solvent is C1(=CC=CC=C1)C (toluene). Yields the product COC(=O)O[C@@H]1[C@]2(C)[C@@H](CC1)[C@@H]1CCC3=CC(CC[C@]3(C)[C@H]1CC2)=O (17β-Methoxycarbonyloxy-androst-4-en-3-one), C[C@@]12C=CC[C@H]1[C@@H]1CCC3=CC(CC[C@]3(C)[C@H]1CC2)=O (Androsta-4,16-dien-3-one). Isolated yield 76.0%. As a reaction SMILES: [CH3:1][C@@:2]12[C@@H:10](O)[CH2:9][CH2:8][C@H:7]1[C@@H:6]1[CH2:12][CH2:13][C:14]3[C@@:20]([CH3:21])([C@H:5]1[CH2:4][CH2:3]2)[CH2:19][CH2:18][C:16](=[O:17])[CH:15]=3.ClC(OC)=O.N1C=CC=CC=1.CO.[CH3:35][O:36][C:37]([O:39][C@H:40]1[CH2:45][CH2:44][C@H:43]2[C@H:46]3[C@H:56]([CH2:57][CH2:58][C@:41]12[CH3:42])[C@:54]1([CH3:55])[C:49](=[CH:50][C:51](=[O:59])[CH2:52][CH2:53]1)[CH2:48][CH2:47]3)=[O:38]>C1(C)C=CC=CC=1>[CH3:35][O:36][C:37]([O:39][C@H:40]1[CH2:45][CH2:44][C@H:43]2[C@H:46]3[C@H:56]([CH2:57][CH2:58][C@:41]12[CH3:42])[C@:54]1([CH3:55])[C:49](=[CH:50][C:51](=[O:59])[CH2:52][CH2:53]1)[CH2:48][CH2:47]3)=[O:38].[CH3:1][C@:2]12[CH2:3][CH2:4][C@H:5]3[C@@H:6]([CH2:12][CH2:13][C:14]4[C@:20]3([CH3:21])[CH2:19][CH2:18][C:16](=[O:17])[CH:15]=4)[C@@H:7]1[CH2:8][CH:9]=[CH:10]2 |f:1.2|. Reported procedure: This synthesis is depicted in FIG. 2. Several methods are known for the conversion of testosterone into Androsta-4,16-dien-3-one (Brooksbank et al., Biochem. J. (1950) 47:36). Alternatively, thermolysis (460°) of the methyl carbonate of testosterone gives Androsta-4,16-dien-3-one in 90% yield. 17β-Methoxycarbonyloxy-androst-4-en-3-one (IV) was prepared from testosterone (III. Fluka) with methyl chloroformate/pyridine (a) in 76% yield (after recrystallization from MeOH). M.p. 140°-141°, [a]D =+95... Starting materials: C(C)(C)(C)OC(=O)C1=CC=C(C=C1)C1=CC=C2C(=C(C(N(C2=C1)C)=O)C(CCC(=O)O)=O)O (4-(7-(4-(tert-Butoxycarbonyl)phenyl)-4-hydroxy-1-methyl-2-oxo-1,2-dihydroquinolin-3-yl)-4-oxobutanoic acid), OC1=C(C(N(C2=CC(=CC=C12)C1=CC=C(C(=O)OC(C)(C)C)C=C1)C)=O)C(CCC=O)=O (tert-Butyl 4-(4-hydroxy-1-methyl-2-oxo-3-(4-oxobutanoyl)-1,2-dihydroquinolin-7-yl)benzoate), O (Water), OOS(=O)[O-].[K+] (Oxone). Solvent: CN(C)C=O (DMF). Conditions: time 1 hour. The product is C(=O)(O)CCC(=O)C=1C(N(C2=CC(=CC=C2C1O)C1=CC=C(C(=O)O)C=C1)C)=O (4-(3-(3-Carboxypropanoyl)-4-hydroxy-1-methyl-2-oxo-1,2-dihydroquinolin-7-yl)benzoic acid). RXN SMILES: C([O:5][C:6]([C:8]1[CH:13]=[CH:12][C:11]([C:14]2[CH:23]=[C:22]3[C:17]([C:18]([OH:33])=[C:19]([C:26](=[O:32])[CH2:27][CH2:28][C:29]([OH:31])=[O:30])[C:20](=[O:25])[N:21]3[CH3:24])=[CH:16][CH:15]=2)=[CH:10][CH:9]=1)=[O:7])(C)(C)C.OC1C2C(=CC(C3C=CC(C(OC(C)(C)C)=O)=CC=3)=CC=2)N(C)C(=O)C=1C(=O)CCC=O.OOS([O-])=O.[K+].O>CN(C=O)C>[C:29]([CH2:28][CH2:27][C:26]([C:19]1[C:20](=[O:25])[N:21]([CH3:24])[C:22]2[C:17]([C:18]=1[OH:33])=[CH:16][CH:15]=[C:14]([C:11]1[CH:10]=[CH:9][C:8]([C:6]([OH:7])=[O:5])=[CH:13][CH:12]=1)[CH:23]=2)=[O:32])([OH:31])=[O:30] |f:2.3|. Procedure: 4-(7-(4-(tert-Butoxycarbonyl)phenyl)-4-hydroxy-1-methyl-2-oxo-1,2-dihydroquinolin-3-yl)-4-oxobutanoic acid. tert-Butyl 4-(4-hydroxy-1-methyl-2-oxo-3-(4-oxobutanoyl)-1,2-dihydroquinolin-7-yl)benzoate (130 mg, 299 μmol) was dissolved in DMF (1493 μl). Oxone (184 mg, 299 μmol) was added to the mixture at room temperature, and the resulting mixture was stirred for 1 hour. Water was added to precipitate the product from solution. The mixture was filtered, washed with water and ether, and dried in a v...